This data is from the Open Reaction Database (ORD), a public repository of structured organic reaction records. The task is: describe an organic reaction: reactants, conditions, products, and yield The reactants are C1CCOC1, CC12OC3(CCOC4C3C1C(=O)N4c1ccc(C#N)c(C(F)(F)F)c1)CC2N=[N+]=[N-]. Product: CC12OC3(CCOC4C3C1C(=O)N4c1ccc(C#N)c(C(F)(F)F)c1)CC2N. Reaction SMILES: [CH2:31]1[O:32][CH2:33][CH2:34][CH2:35]1.[N:1](=[N+:2]=[N-:3])[CH:4]1[CH2:5][C:6]23[CH2:7][CH2:8][O:9][CH:10]4[N:11]([c:19]5[cH:20][c:21]([C:27]([F:28])([F:29])[F:30])[c:22]([C:23]#[N:24])[cH:25][cH:26]5)[C:12](=[O:18])[CH:13]([C:14]1([CH3:16])[O:15]2)[CH:17]34>>[NH2:1][CH:4]1[CH2:5][C:6]23[CH2:7][CH2:8][O:9][CH:10]4[N:11]([c:19]5[cH:20][c:21]([C:27]([F:28])([F:29])[F:30])[c:22]([C:23]#[N:24])[cH:25][cH:26]5)[C:12](=[O:18])[CH:13]([C:14]1([CH3:16])[O:15]2)[CH:17]34.